From a dataset of the Open Reaction Database (ORD), a public repository of structured organic reaction records. describe an organic reaction: reactants, conditions, products, and yield Reactants: CCCCCC, CCOC(C)=O, Nc1ccc2[nH]ccc2c1, Cc1cc(C)cc(OS(=O)(=O)c2ccccc2)c1. Product: Cc1cc(C)cc(Nc2ccc3[nH]ccc3c2)c1. Reaction SMILES: [CH3:29][CH2:30][CH2:31][CH2:32][CH2:33][CH3:34].[CH3:35][CH2:36][O:37][C:38](=[O:39])[CH3:40].[NH2:19][c:20]1[cH:21][c:22]2[cH:23][cH:24][nH:25][c:26]2[cH:27][cH:28]1.[c:1]1([S:2]([O:3][c:11]2[cH:12][c:13]([CH3:18])[cH:14][c:15]([CH3:17])[cH:16]2)(=[O:4])=[O:5])[cH:6][cH:7][cH:8][cH:9][cH:10]1>>[c:11]1([NH:19][c:20]2[cH:21][c:22]3[cH:23][cH:24][nH:25][c:26]3[cH:27][cH:28]2)[cH:12][c:13]([CH3:18])[cH:14][c:15]([CH3:17])[cH:16]1. Starting materials: C2, [N+](=O)([O-])C1=CC=C(COC(=O)[C@H]2C([S@@]([C@H]3N2C([C@H]3NC(CC3=CC=CC=C3)=O)=O)=O)(C)C)C=C1 ((1S,3S,5R,6R) 2,2-dimethyl-6-phenylacetamidopenam-3-carboxylic acid-1-oxide p-nitrobenzyl ester), C(C)(=O)N=C=O (acetyl isocyanate), O1CCOCC1 (dioxane), 1/2 C2. The product is [N+](=O)([O-])C1=CC=C(COC(=O)[C@H]2[C@](S[C@H]3N2C([C@H]3NC(CC3=CC=CC=C3)=O)=O)(C)COC(NC(C)=O)=O)C=C1 ((2R,3S,5R,6R) 2-(N-Acetyl)carbamoyloxymethyl-2-methyl-6-phenylacetamidopenam-3-carboxylic Acid p-Nitrobenzyl Ester). The yield is 45.0%. Reaction SMILES: [N+:1]([C:4]1[CH:34]=[CH:33][C:7]([CH2:8][O:9][C:10]([C@@H:12]2[N:16]3[C:17](=[O:29])[C@@H:18]([NH:19][C:20](=[O:28])[CH2:21][C:22]4[CH:27]=[CH:26][CH:25]=[CH:24][CH:23]=4)[C@H:15]3[S@@:14](=O)[C:13]2([CH3:32])[CH3:31])=[O:11])=[CH:6][CH:5]=1)([O-:3])=[O:2].[C:35]([N:38]=[C:39]=[O:40])(=[O:37])[CH3:36].[O:41]1CCOCC1>>[N+:1]([C:4]1[CH:34]=[CH:33][C:7]([CH2:8][O:9][C:10]([C@@H:12]2[N:16]3[C:17](=[O:29])[C@@H:18]([NH:19][C:20](=[O:28])[CH2:21][C:22]4[CH:27]=[CH:26][CH:25]=[CH:24][CH:23]=4)[C@H:15]3[S:14][C@:13]2([CH2:32][O:40][C:39](=[O:41])[NH:38][C:35](=[O:37])[CH3:36])[CH3:31])=[O:11])=[CH:6][CH:5]=1)([O-:3])=[O:2]. Reported procedure: A solution of (1S,3S,5R,6R) 2,2-dimethyl-6-phenylacetamidopenam-3-carboxylic acid-1-oxide p-nitrobenzyl ester (4.85 g, 10.0 mmol) and acetyl isocyanate (2.3 ml, 30 mmol) in dioxane (50 ml) was refluxed under nitrogen for 7 hours. The light orange solution was concentrated in vacuo to a foam which was chromatographed on silica gel (500 g) with methylene chloride:acetone; 9:1, v:v. Two major bands were eluted; the first was the Δ3 3-methylcephem (28%, 1.29 g) and the second was the title compound ... Reactants: OCCCCNS(=O)(=O)C1=CC(=C(C=C1)Br)C (4-bromo-3-methylphenyl-sulfonic acid-(4-hydroxybutyl)-amide), FC1=CC=C(C=C1)B(O)O (4-fluorophenyl boronic acid). The product is OCCCCNS(=O)(=O)C1=CC(=C(C=C1)C1=CC=C(C=C1)F)C (4′-Fluoro-2-methylbiphenyl-4-sulfonic acid-(4-hydroxybutyl)-amide). As a reaction SMILES: [OH:1][CH2:2][CH2:3][CH2:4][CH2:5][NH:6][S:7]([C:10]1[CH:15]=[CH:14][C:13](Br)=[C:12]([CH3:17])[CH:11]=1)(=[O:9])=[O:8].[F:18][C:19]1[CH:24]=[CH:23][C:22](B(O)O)=[CH:21][CH:20]=1>>[OH:1][CH2:2][CH2:3][CH2:4][CH2:5][NH:6][S:7]([C:10]1[CH:15]=[CH:14][C:13]([C:22]2[CH:23]=[CH:24][C:19]([F:18])=[CH:20][CH:21]=2)=[C:12]([CH3:17])[CH:11]=1)(=[O:9])=[O:8]. Reported procedure: Using a method analogous to that described in Example 40, 4-bromo-3-methylphenyl-sulfonic acid-(4-hydroxybutyl)-amide and 4-fluorophenyl boronic acid were reacted to give the title compound as a thick oil. δC (CDCl3, 62.9 MHz): 20.6, 26.4, 29.6, 43.1, 62.2, 115.4 (d, J 21.5), 124.5, 128.8, 130.5, 130.6, 136.1 (d, J 2.9), 136.9, 138.6, 145.3 and 162.4 (d, J 247.1). The reagents and catalysts are [Pd] (palladium on charcoal), catalyst. Reaction SMILES: [CH3:1][S:2]([NH:5][C:6]1[CH:23]=[CH:22][C:9]([C:10](=[O:21])[CH2:11][N:12](CC2C=CC=CC=2)[CH3:13])=[CH:8][CH:7]=1)(=[O:4])=[O:3]>C(O)C.[Pd]>[OH:21][CH:10]([C:9]1[CH:8]=[CH:7][C:6]([NH:5][S:2]([CH3:1])(=[O:4])=[O:3])=[CH:23][CH:22]=1)[CH2:11][NH:12][CH3:13]. The solvent is C(C)O (ethanol). Procedure: N-(4-Methanesulphonamidophenacyl)-N-methyl-benzylamine (14.5 g) in ethanol (300 ml) containing 10% palladium on charcoal (2.0 g) was stirred under a hydrogen atmosphere (50 psi) at room temperature for 18 hours. Further catalyst (1.0 g) was added and hydrogenation was continued for a further 18 hours. The reaction was filtered and evaporated to afford an oil which was chromatographed on silica [Merck `Kieselgel 60` (Trade Mark)], eluting with methylene chloride containing methanol (0% up to 20%)... Isolated yield 37.5%. Reactants: CS(=O)(=O)NC1=CC=C(C(CN(C)CC2=CC=CC=C2)=O)C=C1 (N-(4-Methanesulphonamidophenacyl)-N-methyl-benzylamine). Run at time 18 hour. Yields the product OC(CNC)C1=CC=C(C=C1)NS(=O)(=O)C (2-Hydroxy-N-methyl-2-(4-methanesulphonamidophenyl)ethylamine). Starting materials: resultant mixture, OC1=C(N=NC(=C1)Cl)Cl (4-hydroxy-3,6-dichloropyridazine), C1(CC1)C1=C(C(=CC=C1)C)O (2-cyclopropyl-6-methylphenol), Cl (hydrochloric acid), CC(CO)CCC1=CC=CC=C1 (2-methyl-4-phenylbutanol), [OH-].[K+] (potassium hydroxide). Solvent: CO (methanol). Yields the product ClC1=CC(=C(N=N1)OC1=C(C=CC=C1C)C1CC1)O (6-chloro-3-(2-cyclopropyl-6-methylphenoxy)-4-pyridazinol). The yield is 65.6%. As a reaction SMILES: [OH:1][C:2]1[CH:7]=[C:6]([Cl:8])[N:5]=[N:4][C:3]=1Cl.[CH:10]1([C:13]2[CH:18]=[CH:17][CH:16]=[C:15]([CH3:19])[C:14]=2[OH:20])[CH2:12][CH2:11]1.CC(CCC1C=CC=CC=1)CO.[OH-].[K+].Cl>CO>[Cl:8][C:6]1[N:5]=[N:4][C:3]([O:20][C:14]2[C:15]([CH3:19])=[CH:16][CH:17]=[CH:18][C:13]=2[CH:10]2[CH2:11][CH2:12]2)=[C:2]([OH:1])[CH:7]=1 |f:3.4|. Reported procedure: To a mixture of 302 mg (purity: 100%; 1.83 mmol) of 4-hydroxy-3,6-dichloropyridazine and 826 mg (5.48 mmol) of 2-cyclopropyl-6-methylphenol were added 2-methyl-4-phenylbutanol (2.76 g) and 330 mg (5.60 mmol) of 95% potassium hydroxide at room temperature. The resultant mixture was heated to 180° C. while stirring, and stirred at that temperature for 4 hours. Then, the resultant reaction mixture was cooled to room temperature, and a 1 N aqueous hydrochloric acid solution and methanol were added t...